This data is from the Open Reaction Database (ORD), a public repository of structured organic reaction records. The task is: describe an organic reaction: reactants, conditions, products, and yield Starting materials: OC1=CC(=C(C=C1)C(C)=O)OC (1-(4-hydroxy-2-methoxyphenyl)ethanone), BrCCCCl (1-bromo-3-chloropropane), C([O-])([O-])=O.[K+].[K+] (potassium carbonate). Solvent: CC(=O)C (acetone). Product: ClCCCOC1=CC(=C(C=C1)C(C)=O)OC (1-[4-(3-Chloropropoxy)-2-methoxyphenyl]ethanone). The yield is 47.4%. As a reaction SMILES: [OH:1][C:2]1[CH:7]=[CH:6][C:5]([C:8](=[O:10])[CH3:9])=[C:4]([O:11][CH3:12])[CH:3]=1.Br[CH2:14][CH2:15][CH2:16][Cl:17].C(=O)([O-])[O-].[K+].[K+]>CC(C)=O>[Cl:17][CH2:16][CH2:15][CH2:14][O:1][C:2]1[CH:7]=[CH:6][C:5]([C:8](=[O:10])[CH3:9])=[C:4]([O:11][CH3:12])[CH:3]=1 |f:2.3.4|. Procedure: A mixture of 10.6 g (0.637 mole) of 1-(4-hydroxy-2-methoxyphenyl)ethanone, 20 g (0.127 mole) of 1-bromo-3-chloropropane and 26.4 g (0.19 mole) of anhydrous potassium carbonate in 250 ml of acetone was heated at reflux for 20 hr. The mixture was cooled, filtered and the filtrate concentrated under vacuum pump pressure at 90° C. to give an oil which gradually crystallized. The solid was triturated with petroleum ether (30°-60° C.), collected by filtration and dried to yield 14.6 g (94%) of white s... The reactants are O=C(NCCC(OC(=O)c1ccccc1)C(=O)O)OCc1ccccc1, ClCCCl, Oc1c(F)c(F)c(F)c(F)c1F, CN(C)C=O. The product is O=C(NCCC(OC(=O)c1ccccc1)C(=O)Oc1c(F)c(F)c(F)c(F)c1F)OCc1ccccc1. Reaction SMILES: [C:1]([c:2]1[cH:3][cH:4][cH:5][cH:6][cH:7]1)(=[O:8])[O:9][CH:10]([C:11](=[O:12])[OH:13])[CH2:14][CH2:15][NH:16][C:17](=[O:18])[O:19][CH2:20][c:21]1[cH:22][cH:23][cH:24][cH:25][cH:26]1.[CH2:39]([Cl:40])[CH2:41][Cl:42].[F:27][c:28]1[c:29]([F:38])[c:30]([F:37])[c:31]([F:36])[c:32]([F:35])[c:33]1[OH:34].[O:43]=[CH:44][N:45]([CH3:46])[CH3:47]>>[C:1]([c:2]1[cH:3][cH:4][cH:5][cH:6][cH:7]1)(=[O:8])[O:9][CH:10]([C:11]([O:12][c:33]1[c:28]([F:27])[c:29]([F:38])[c:30]([F:37])[c:31]([F:36])[c:32]1[F:35])=[O:13])[CH2:14][CH2:15][NH:16][C:17](=[O:18])[O:19][CH2:20][c:21]1[cH:22][cH:23][cH:24][cH:25][cH:26]1. Reactants: ClCC1=CC=C(C=C1)NC(\C=C\C1=CC(=CC=C1)C1=CC=C(C=C1)C)=O ((E)-N-[4-(chloro-methyl)-phenyl]-3-(4-methylphenyl)-cinnamamide), C(CCC)P(CCCC)CCCC (tributylphosphine). Solvent: C1(=CC=CC=C1)C (toluene). Conditions: temperature 80 celsius, time 3 day. Yields the product [Cl-].C(CCC)[P+](CC1=CC=C(C=C1)NC(\C=C\C1=CC(=CC=C1)C1=CC=C(C=C1)C)=O)(CCCC)CCCC ((E)-tributyl[4-[3-(4-methylphenyl)cinnamamido]benzyl]-phosphonium chloride). As a reaction SMILES: [Cl:1][CH2:2][C:3]1[CH:8]=[CH:7][C:6]([NH:9][C:10](=[O:26])/[CH:11]=[CH:12]/[C:13]2[CH:18]=[CH:17][CH:16]=[C:15]([C:19]3[CH:24]=[CH:23][C:22]([CH3:25])=[CH:21][CH:20]=3)[CH:14]=2)=[CH:5][CH:4]=1.[CH2:27]([P:31]([CH2:36][CH2:37][CH2:38][CH3:39])[CH2:32][CH2:33][CH2:34][CH3:35])[CH2:28][CH2:29][CH3:30]>C1(C)C=CC=CC=1>[Cl-:1].[CH2:36]([P+:31]([CH2:27][CH2:28][CH2:29][CH3:30])([CH2:32][CH2:33][CH2:34][CH3:35])[CH2:2][C:3]1[CH:8]=[CH:7][C:6]([NH:9][C:10](=[O:26])/[CH:11]=[CH:12]/[C:13]2[CH:18]=[CH:17][CH:16]=[C:15]([C:19]3[CH:24]=[CH:23][C:22]([CH3:25])=[CH:21][CH:20]=3)[CH:14]=2)=[CH:5][CH:4]=1)[CH2:37][CH2:38][CH3:39] |f:3.4|. Reported procedure: In toluene (10ml) was dissolved (E)-N-[4-(chloro-methyl)-phenyl]-3-(4-methylphenyl)-cinnamamide (300mg), and to the mixture was added tributylphosphine (248 μl). The mixture was stirred at 80° C. for 3 days and cooled to room temperature. The resulting precipitate was filtered and recrystallized from ethyl acetate-methanol to give (E)-tributyl[4-[3-(4-methylphenyl)cinnamamido]benzyl]-phosphonium chloride (Compound 78) (389mg) as colorless crystals. Starting materials: CC(=O)[O-].[K+] (KOAc), BrC1=CC=C2C(=NN(C2=C1)C)N (6-bromo-1-methyl-1H-indazol-3-amine), bis-pinacolatodiboron, C(Cl)Cl (DCM), BrC=1SC2=C(N1)C=C(C(=C2C2=CC=C(C=C2)Cl)[C@@H](C(=O)OCC)OC(C)(C)C)C ((S)-ethyl 2-(2-bromo-7-(4-chlorophenyl)-5-methylbenzo[d]thiazol-6-yl)-2-tert-butoxyacetate), C(=O)([O-])[O-].[K+].[K+] (K2CO3). Reagents/catalysts: C1=CC=C(C=C1)P([C-]2C=CC=C2)C3=CC=CC=C3.C1=CC=C(C=C1)P([C-]2C=CC=C2)C3=CC=CC=C3.Cl[Pd]Cl.[Fe+2] (PdCl2(dppf)), C=1C=CC(=CC1)[P](C=2C=CC=CC2)(C=3C=CC=CC3)[Pd]([P](C=4C=CC=CC4)(C=5C=CC=CC5)C=6C=CC=CC6)([P](C=7C=CC=CC7)(C=8C=CC=CC8)C=9C=CC=CC9)[P](C=1C=CC=CC1)(C=1C=CC=CC1)C=1C=CC=CC1 (Pd(PPh3)4). Run in O1CCOCC1 (dioxane), O (water). Run at temperature 100 celsius. The product is NC1=NN(C2=CC(=CC=C12)C=1SC2=C(N1)C=C(C(=C2C2=CC=C(C=C2)Cl)[C@@H](C(=O)OCC)OC(C)(C)C)C)C ((S)-ethyl 2-(2-(3-amino-1-methyl-1H-indazol-6-yl)-7-(4-chlorophenyl)-5-methylbenzo[d]thiazol-6-yl)-2-tert-butoxyacetate). As a reaction SMILES: Br[C:2]1[CH:10]=[C:9]2[C:5]([C:6]([NH2:12])=[N:7][N:8]2[CH3:11])=[CH:4][CH:3]=1.C(Cl)Cl.CC([O-])=O.[K+].Br[C:22]1[S:23][C:24]2[C:30]([C:31]3[CH:36]=[CH:35][C:34]([Cl:37])=[CH:33][CH:32]=3)=[C:29]([C@H:38]([O:44][C:45]([CH3:48])([CH3:47])[CH3:46])[C:39]([O:41][CH2:42][CH3:43])=[O:40])[C:28]([CH3:49])=[CH:27][C:25]=2[N:26]=1.C([O-])([O-])=O.[K+].[K+]>O.C1C=CC(P(C2C=CC=CC=2)[C-]2C=CC=C2)=CC=1.C1C=CC(P(C2C=CC=CC=2)[C-]2C=CC=C2)=CC=1.Cl[Pd]Cl.[Fe+2].C1C=CC([P]([Pd]([P](C2C=CC=CC=2)(C2C=CC=CC=2)C2C=CC=CC=2)([P](C2C=CC=CC=2)(C2C=CC=CC=2)C2C=CC=CC=2)[P](C2C=CC=CC=2)(C2C=CC=CC=2)C2C=CC=CC=2)(C2C=CC=CC=2)C2C=CC=CC=2)=CC=1.O1CCOCC1>[NH2:12][C:6]1[C:5]2[C:9](=[CH:10][C:2]([C:22]3[S:23][C:24]4[C:30]([C:31]5[CH:32]=[CH:33][C:34]([Cl:37])=[CH:35][CH:36]=5)=[C:29]([C@H:38]([O:44][C:45]([CH3:48])([CH3:47])[CH3:46])[C:39]([O:41][CH2:42][CH3:43])=[O:40])[C:28]([CH3:49])=[CH:27][C:25]=4[N:26]=3)=[CH:3][CH:4]=2)[N:8]([CH3:11])[N:7]=1 |f:2.3,5.6.7,9.10.11.12,^1:100,102,121,140|. Procedure details: A vessel was charged with 6-bromo-1-methyl-1H-indazol-3-amine (191 mg, 0.846 mmol), bis-pinacolatodiboron (236 mg, 0.930 mmol), PdCl2(dppf).DCM (69 mg, 85 μmol), glacial KOAc (273 mg, 2.79 mmol), and dioxane (3.2 mL). The reaction was heated to 100° C. for 1 h. To this reaction was added (S)-ethyl 2-(2-bromo-7-(4-chlorophenyl)-5-methylbenzo[d]thiazol-6-yl)-2-tert-butoxyacetate (420 mg, 0.846 mmol), 2 M aq K2CO3 (800 μL), and Pd(PPh3)4 (98 mg, 85 mmol). The reaction was heated for another 1 h at ... The reactants are O=Cc1c(Br)cccc1Br, CC(C)(C)c1ccc2c(c1)OCCNC2=O, O=C([O-])[O-], CCOC(C)=O, [Cs+], [Cs+], C1COCCO1, O. Product: CC(C)(C)c1ccc2c(c1)OCCN(c1cccc(Br)c1C=O)C2=O. RXN SMILES: [Br:17][c:18]1[c:19]([CH:20]=[O:21])[c:22]([Br:26])[cH:23][cH:24][cH:25]1.[C:1]([CH3:2])([CH3:3])([CH3:4])[c:5]1[cH:6][c:7]2[c:8]([cH:15][cH:16]1)[C:9](=[O:14])[NH:10][CH2:11][CH2:12][O:13]2.[C:27](=[O:28])([O-:29])[O-:30].[CH3:33][CH2:34][O:35][C:36](=[O:37])[CH3:38].[Cs+:31].[Cs+:32].[O:39]1[CH2:40][CH2:41][O:42][CH2:43][CH2:44]1.[OH2:45]>>[C:1]([CH3:2])([CH3:3])([CH3:4])[c:5]1[cH:6][c:7]2[c:8]([cH:15][cH:16]1)[C:9](=[O:14])[N:10]([c:22]1[c:19]([CH:20]=[O:21])[c:18]([Br:17])[cH:25][cH:24][cH:23]1)[CH2:11][CH2:12][O:13]2. Reactants: C1CSCCN1, CC#N, CCn1cc(C(=O)O)c(=O)c2cc(F)c(Cl)nc21. Yields the product CCn1cc(C(=O)O)c(=O)c2cc(F)c(N3CCSCC3)nc21. RXN SMILES: [CH2:19]1[CH2:20][S:21][CH2:22][CH2:23][NH:24]1.[CH3:25][C:26]#[N:27].[Cl:1][c:2]1[c:3]([F:18])[cH:4][c:5]2[c:6](=[O:17])[c:7]([C:14](=[O:15])[OH:16])[cH:8][n:9]([CH2:12][CH3:13])[c:10]2[n:11]1>>[c:2]1([N:24]2[CH2:19][CH2:20][S:21][CH2:22][CH2:23]2)[c:3]([F:18])[cH:4][c:5]2[c:6](=[O:17])[c:7]([C:14](=[O:15])[OH:16])[cH:8][n:9]([CH2:12][CH3:13])[c:10]2[n:11]1. Reactants: N[C@H]1[C@@H](C[C@H](OC1)C(C1=CC=CC=C1)C1=CC=CC=C1)O ((2S, 4R, 5R)-5-Amino-2-benzhydryl-tetrahydro-pyran-4-ol), N1C=CC2=CC(=CC=C12)C=O (1H-indol-5-carbaldehyde), C(C)(=O)O (acetic acid), C(C1=CC=CC=C1)(C1=CC=CC=C1)[C@H]1OCC=CC1 ((2S)-2-benzhydryl-3,6-dihydro-2H-pyran). Product: C(C1=CC=CC=C1)(C1=CC=CC=C1)[C@H]1OC[C@H]([C@@H](C1)O)NCC=1C=C2C=CNC2=CC1 ((2S, 4R, 5R)-2-benzhydryl-5-[(1H-indol-5-ylmethyl)-amino]-tetrahydropyran-4-ol). Reaction SMILES: [NH2:1][C@@H:2]1[CH2:7][O:6][C@H:5]([CH:8]([C:15]2[CH:20]=[CH:19][CH:18]=[CH:17][CH:16]=2)[C:9]2[CH:14]=[CH:13][CH:12]=[CH:11][CH:10]=2)[CH2:4][C@H:3]1[OH:21].[NH:22]1[C:30]2[C:25](=[CH:26][C:27]([CH:31]=O)=[CH:28][CH:29]=2)[CH:24]=[CH:23]1.C(O)(=O)C.C([C@@H]1CC=CCO1)(C1C=CC=CC=1)C1C=CC=CC=1>>[CH:8]([C@@H:5]1[CH2:4][C@@H:3]([OH:21])[C@H:2]([NH:1][CH2:31][C:27]2[CH:26]=[C:25]3[C:30](=[CH:29][CH:28]=2)[NH:22][CH:23]=[CH:24]3)[CH2:7][O:6]1)([C:9]1[CH:14]=[CH:13][CH:12]=[CH:11][CH:10]=1)[C:15]1[CH:20]=[CH:19][CH:18]=[CH:17][CH:16]=1. Procedure: (2S, 4R, 5R)-5-amino-2-benzhydryl-tetrahydropyran-4-ol 31a (0.03 g, 0.11 mmol) was reacted with 1H-indol-5-carbaldehyde (0.02 g, 0.11 mmol), glacial acetic acid (0.01 g, 0.11 mmol), and NaCNBH3 (0.01 g, 0.21 mmol) (Procedure C) to give (2S, 4R, 5R)-2-benzhydryl-5-[(1H-indol-5-ylmethyl)-amino]-tetrahydropyran-4-ol, (−)32b, 0.04 g (92%, [α]D=(−)69.90, c=1, Acetone).